Task: describe an organic reaction: reactants, conditions, products, and yield. Dataset: the Open Reaction Database (ORD), a public repository of structured organic reaction records Reactants: CC1=NC2=C(N1C1CCN(CC1)C[C@H]1CN(C[C@@H]1C1=CC=CC=C1)[C@@H](C(=O)OCC1=CC=C(C=C1)OC)C1CCCCC1)C=CC=C2 (α-(R)-(3-(S)-((4-(2-Methyl-benzoimidazol-1-yl)piperidin-1-yl)methyl)-4-(S)-phenylpyrrolidin-1-yl)-cyclohexaneacetic acid, 4-methoxy-benzyl ester), C(=O)(C(F)(F)F)O (TFA), C1(=CC=CC=C1)OC (anisole). Product: CC1=NC2=C(N1C1CCN(CC1)C[C@H]1CN(C[C@@H]1C1=CC=CC=C1)[C@@H](C(=O)O)C1CCCCC1)C=CC=C2 (α-(R)-(3-(S)-((4-(2-Methyl-benzoimidazol-1-yl)piperidin-1-yl)methyl)-4-(S)-phenylpyrrolidin-1-yl)-cyclohexaneacetic acid). Isolated yield 103.9%. As a reaction SMILES: [CH3:1][C:2]1[N:6]([CH:7]2[CH2:12][CH2:11][N:10]([CH2:13][C@@H:14]3[C@@H:18]([C:19]4[CH:24]=[CH:23][CH:22]=[CH:21][CH:20]=4)[CH2:17][N:16]([C@H:25]([CH:38]4[CH2:43][CH2:42][CH2:41][CH2:40][CH2:39]4)[C:26]([O:28]CC4C=CC(OC)=CC=4)=[O:27])[CH2:15]3)[CH2:9][CH2:8]2)[C:5]2[CH:44]=[CH:45][CH:46]=[CH:47][C:4]=2[N:3]=1.C(O)(C(F)(F)F)=O.C1(OC)C=CC=CC=1>>[CH3:1][C:2]1[N:6]([CH:7]2[CH2:8][CH2:9][N:10]([CH2:13][C@@H:14]3[C@@H:18]([C:19]4[CH:24]=[CH:23][CH:22]=[CH:21][CH:20]=4)[CH2:17][N:16]([C@H:25]([CH:38]4[CH2:43][CH2:42][CH2:41][CH2:40][CH2:39]4)[C:26]([OH:28])=[O:27])[CH2:15]3)[CH2:11][CH2:12]2)[C:5]2[CH:44]=[CH:45][CH:46]=[CH:47][C:4]=2[N:3]=1. Procedure: The title compound was prepared from 57 mg of α-(R)-(3-(S)-((4-(2-methyl-benzoimidazol-1-yl)piperidin-1-yl)methyl)-4-(S)-phenyl-pyrrolidin-1-yl)-cyclohexaneacetic acid, 4-methoxy-benzyl ester (from Step C), 4 mL of TFA and 0.3 mL of anisole, using a procedure analogous to that described in Example 95, Step E to provide 48 mg of the title compound as a white solid. ESI-MS 515 (M+H); HPLC A: 1.81 min. Reactants: COC(=O)c1ccc2cc[nH]c2c1, CCOC(C)=O, [K+], [K+], O=[N+]([O-])c1cccc(CBr)c1, O=C([O-])[O-], CN(C)C=O. Product: COC(=O)c1ccc2ccn(Cc3cccc([N+](=O)[O-])c3)c2c1. As a reaction SMILES: [CH3:1][O:2][C:3](=[O:4])[c:5]1[cH:6][cH:7][c:8]2[cH:9][cH:10][nH:11][c:12]2[cH:13]1.[CH3:36][CH2:37][O:38][C:39](=[O:40])[CH3:41].[K+:25].[K+:26].[N+:14](=[O:15])([O-:16])[c:17]1[cH:18][c:19]([CH2:20][Br:21])[cH:22][cH:23][cH:24]1.[O-:27][C:28]([O-:29])=[O:30].[O:31]=[CH:32][N:33]([CH3:34])[CH3:35]>>[CH3:1][O:2][C:3](=[O:4])[c:5]1[cH:6][cH:7][c:8]2[cH:9][cH:10][n:11]([CH2:20][c:19]3[cH:18][c:17]([N+:14](=[O:15])[O-:16])[cH:24][cH:23][cH:22]3)[c:12]2[cH:13]1. The reactants are COC(=O)c1cccc(OCCc2ccc(Cl)cc2Cl)c1, Cl, [Na+], C1COCCO1, [OH-], O. The product is O=C(O)c1cccc(OCCc2ccc(Cl)cc2Cl)c1. As a reaction SMILES: [CH3:1][O:2][C:3]([c:4]1[cH:5][c:6]([O:10][CH2:11][CH2:12][c:13]2[c:14]([Cl:20])[cH:15][c:16]([Cl:19])[cH:17][cH:18]2)[cH:7][cH:8][cH:9]1)=[O:21].[ClH:25].[Na+:23].[O:26]1[CH2:27][CH2:28][O:29][CH2:30][CH2:31]1.[OH-:22].[OH2:24]>>[O:2]=[C:3]([c:4]1[cH:5][c:6]([O:10][CH2:11][CH2:12][c:13]2[c:14]([Cl:20])[cH:15][c:16]([Cl:19])[cH:17][cH:18]2)[cH:7][cH:8][cH:9]1)[OH:21]. Starting materials: C(C)(C)C1=CC=C(C=C1)S(=O)(=O)Cl (4-Isopropylbenzenesulfonyl chloride), NC1=CC=C(CC2N(CCC2)CCC)C=C1 (2-(4-Aminobenzyl)-1-propylpyrrolidine), Cl (HCl). Solvent: C(C)(=O)OCC (ethyl acetate), N1=CC=CC=C1.ClCCl (pyridine dichloromethane). Conditions: temperature 5 celsius, time 18 hour. Product: C(C)(C)C1=CC=C(C=C1)S(=O)(=O)NC1=CC=C(C=C1)CC1N(CCC1)CCC (4-Isopropyl-N-[4-(1-propyl-pyrrolidin-2-ylmethyl)-phenyl]-benzenesulfonamide). The yield is 187.2%. Reaction SMILES: [NH2:1][C:2]1[CH:16]=[CH:15][C:5]([CH2:6][CH:7]2[CH2:11][CH2:10][CH2:9][N:8]2[CH2:12][CH2:13][CH3:14])=[CH:4][CH:3]=1.[CH:17]([C:20]1[CH:25]=[CH:24][C:23]([S:26](Cl)(=[O:28])=[O:27])=[CH:22][CH:21]=1)([CH3:19])[CH3:18].Cl>N1C=CC=CC=1.ClCCl.C(OCC)(=O)C>[CH:17]([C:20]1[CH:25]=[CH:24][C:23]([S:26]([NH:1][C:2]2[CH:16]=[CH:15][C:5]([CH2:6][CH:7]3[CH2:11][CH2:10][CH2:9][N:8]3[CH2:12][CH2:13][CH3:14])=[CH:4][CH:3]=2)(=[O:28])=[O:27])=[CH:22][CH:21]=1)([CH3:19])[CH3:18] |f:3.4|. Procedure: 2-(4-Aminobenzyl)-1-propylpyrrolidine (300 mg, 1.37 mmol) was dissolved in pyridine-dichloromethane (1:2, 9 mL) and cooled to 5° C. 4-Isopropylbenzenesulfonyl chloride (300 mg, 0.24 mmol) was added and the solution stirred at 5° C. for 18 h. The solution was evaporated, partitioned between ethyl acetate and water, and the organic phase separated and dried over MgSO4. The filtered solution was concentrated and separated by column chromatography (dichloromethane-2% methanol) to give an oil. The oi... The reactants are CC(C(=O)O)=CCCC(=CCCC(=CCCC(=CCCC(=CCCC(C)=O)C)C)C)C (2,6,10,14,18-pentamethyl-22-oxo-2,6,10,14,18-tricosapentaenoic acid), N(CCO)CCO (diethanolamine). The product is CC(C(=O)N(CCO)CCO)=CCCC(=CCCC(=CCCC(=CCCC(=CCCC(C)=O)C)C)C)C (N-(2,6,10,14,18-pentamethyl-22-oxo-2,6,10,14,18-tricosapentaenoyl)diethanolamine). As a reaction SMILES: [CH3:1][C:2](=[CH:6][CH2:7][CH2:8][C:9]([CH3:31])=[CH:10][CH2:11][CH2:12][C:13]([CH3:30])=[CH:14][CH2:15][CH2:16][C:17]([CH3:29])=[CH:18][CH2:19][CH2:20][C:21]([CH3:28])=[CH:22][CH2:23][CH2:24][C:25](=[O:27])[CH3:26])[C:3]([OH:5])=O.[NH:32]([CH2:36][CH2:37][OH:38])[CH2:33][CH2:34][OH:35]>>[CH3:1][C:2](=[CH:6][CH2:7][CH2:8][C:9]([CH3:31])=[CH:10][CH2:11][CH2:12][C:13]([CH3:30])=[CH:14][CH2:15][CH2:16][C:17]([CH3:29])=[CH:18][CH2:19][CH2:20][C:21]([CH3:28])=[CH:22][CH2:23][CH2:24][C:25](=[O:27])[CH3:26])[C:3]([N:32]([CH2:36][CH2:37][OH:38])[CH2:33][CH2:34][OH:35])=[O:5]. Reported procedure: Starting materials: 2,6,10,14,18-pentamethyl-22-oxo-2,6,10,14,18-tricosapentaenoic acid and diethanolamine. Elementary analysis: as C32H53O4N The reactants are FC1=CC2=C(C(=NO2)C2=CC=C(C=C2)OC[C@@H]2OC2)C=C1 ((R)-6-fluoro-3-(4-oxiranylmethoxy-phenyl)-benzo[d]isoxazole), C(#N)C1(CCNCC1)C1=CC=CC=C1 (4-cyano-4-phenylpiperidine). Run in CN(C=O)C (dimethylformamide), C(C)O (ethanol). The product is FC1=CC2=C(C(=NO2)C2=CC=C(OC[C@@H](CN3CCC(CC3)(C#N)C3=CC=CC=C3)O)C=C2)C=C1 ((R)-1-{3-[4-(6-fluoro-benzo[d]isoxazol-3-yl)-phenoxy]-2-hydroxy-propyl}-4-phenyl-piperidine-4-carbonitrile). As a reaction SMILES: [F:1][C:2]1[CH:21]=[CH:20][C:5]2[C:6]([C:9]3[CH:14]=[CH:13][C:12]([O:15][CH2:16][C@H:17]4[CH2:19][O:18]4)=[CH:11][CH:10]=3)=[N:7][O:8][C:4]=2[CH:3]=1.[C:22]([C:24]1([C:30]2[CH:35]=[CH:34][CH:33]=[CH:32][CH:31]=2)[CH2:29][CH2:28][NH:27][CH2:26][CH2:25]1)#[N:23]>CN(C)C=O.C(O)C>[F:1][C:2]1[CH:21]=[CH:20][C:5]2[C:6]([C:9]3[CH:10]=[CH:11][C:12]([O:15][CH2:16][C@H:17]([OH:18])[CH2:19][N:27]4[CH2:26][CH2:25][C:24]([C:30]5[CH:35]=[CH:34][CH:33]=[CH:32][CH:31]=5)([C:22]#[N:23])[CH2:29][CH2:28]4)=[CH:13][CH:14]=3)=[N:7][O:8][C:4]=2[CH:3]=1. Procedure details: The title compound is prepared from a mixture of (R)-6-fluoro-3-(4-oxiranylmethoxy-phenyl)-benzo[d]isoxazole in dimethylformamide and 4-cyano-4-phenylpiperidine in ethanol, essentially as described above in Example 70. Purity by LC/MS=<100%, [M+H]+=472. Starting materials: CC=1C=CC(=C(C(=O)O)C1)N1N=CN=C1C (5-methyl-2-(5-methyl-1H-1,2,4-triazol-1-yl)benzoic acid), C[C@H]1[C@H](NCCC1)CNC1=NC=C(C=C1)C(F)(F)F (N-(((2S,3R)-3-methylpiperidin-2-yl)methyl)-5-(trifluoromethyl)pyridin-2-amine). Yields the product C[C@H]1[C@H](N(CCC1)C(=O)C1=C(C=CC(=C1)C)N1N=CN=C1C)CNC1=NC=C(C=C1)C(F)(F)F (((2S,3R)-3-Methyl-2-(((5-(trifluoromethyl)pyridin-2-yl)amino)methyl)piperidin-1-yl)(5-methyl-2-(5-methyl-1H-1,2,4-triazol-1-yl)phenyl)methanone). Reaction SMILES: [CH3:1][C:2]1[CH:3]=[CH:4][C:5]([N:11]2[C:15]([CH3:16])=[N:14][CH:13]=[N:12]2)=[C:6]([CH:10]=1)[C:7]([OH:9])=O.[CH3:17][C@@H:18]1[CH2:23][CH2:22][CH2:21][NH:20][C@@H:19]1[CH2:24][NH:25][C:26]1[CH:31]=[CH:30][C:29]([C:32]([F:35])([F:34])[F:33])=[CH:28][N:27]=1>>[CH3:17][C@@H:18]1[CH2:23][CH2:22][CH2:21][N:20]([C:7]([C:6]2[CH:10]=[C:2]([CH3:1])[CH:3]=[CH:4][C:5]=2[N:11]2[C:15]([CH3:16])=[N:14][CH:13]=[N:12]2)=[O:9])[C@@H:19]1[CH2:24][NH:25][C:26]1[CH:31]=[CH:30][C:29]([C:32]([F:35])([F:33])[F:34])=[CH:28][N:27]=1. Procedure details: The title compound was prepared following the same general protocol as described for Example A1, using 5-methyl-2-(5-methyl-1H-1,2,4-triazol-1-yl)benzoic acid and N-(((2S,3R)-3-methylpiperidin-2-yl)methyl)-5-(trifluoromethyl)pyridin-2-amine. ESI-MS (m/z): 473 [M+1]+.